describe an organic reaction: reactants, conditions, products, and yield From a dataset of the Open Reaction Database (ORD), a public repository of structured organic reaction records. RXN SMILES: [CH2:96]([c:97]1[cH:98][cH:99][cH:100][cH:101][cH:102]1)[N:103]1[CH2:104][CH:105]([NH2:108])[CH2:106][CH2:107]1.[Cl:57][c:58]1[n:59][c:60]([NH:81][CH2:82][CH:83]([c:84]2[cH:85][cH:86][cH:87][cH:88][cH:89]2)[c:90]2[cH:91][cH:92][cH:93][cH:94][cH:95]2)[c:61]2[n:62][cH:63][n:64]([CH:67]3[CH:68]([OH:80])[CH:69]([OH:79])[CH:70]([NH:72][C:73](=[O:74])[CH:75]4[CH2:76][CH2:77][CH2:78]4)[CH2:71]3)[c:65]2[n:66]1.[F:1][C:2]([C:3](=[O:4])[OH:5])([F:6])[F:7].[NH2:8][CH:9]1[CH2:10][CH2:11][N:12]([c:13]2[n:14][c:15]3[c:16]([n:17][cH:18][n:19]3[CH:20]3[CH2:21][CH:22]([NH:23][C:24](=[O:25])[CH2:26][O:27][CH2:28][c:29]4[cH:30][cH:31][cH:32][cH:33][cH:34]4)[CH:35]([OH:36])[CH:37]3[OH:38])[c:39]([NH:40][CH2:41][CH:42]([c:43]3[cH:44][cH:45][cH:46][cH:47][cH:48]3)[c:49]3[cH:50][cH:51][cH:52][cH:53][cH:54]3)[n:55]2)[CH2:56]1>>[F:1][C:2]([C:3](=[O:4])[OH:5])([F:6])[F:7].[c:58]1([NH:108][CH:105]2[CH2:104][N:103]([CH2:96][c:97]3[cH:98][cH:99][cH:100][cH:101][cH:102]3)[CH2:107][CH2:106]2)[n:59][c:60]([NH:81][CH2:82][CH:83]([c:84]2[cH:85][cH:86][cH:87][cH:88][cH:89]2)[c:90]2[cH:91][cH:92][cH:93][cH:94][cH:95]2)[c:61]2[n:62][cH:63][n:64]([CH:67]3[CH:68]([OH:80])[CH:69]([OH:79])[CH:70]([NH:72][C:73](=[O:74])[CH:75]4[CH2:76][CH2:77][CH2:78]4)[CH2:71]3)[c:65]2[n:66]1. The product is O=C(O)C(F)(F)F, O=C(NC1CC(n2cnc3c(NCC(c4ccccc4)c4ccccc4)nc(NC4CCN(Cc5ccccc5)C4)nc32)C(O)C1O)C1CCC1. The reactants are NC1CCN(Cc2ccccc2)C1, O=C(NC1CC(n2cnc3c(NCC(c4ccccc4)c4ccccc4)nc(Cl)nc32)C(O)C1O)C1CCC1, O=C(O)C(F)(F)F, NC1CCN(c2nc(NCC(c3ccccc3)c3ccccc3)c3ncn(C4CC(NC(=O)COCc5ccccc5)C(O)C4O)c3n2)C1. Reactants: Brc1cncc(NC2C3CC4CC2CN(C4)C3)c1, O=C([O-])C=CC(=O)[O-], OB(O)c1cccc2[nH]ccc12. The product is O=C(O)C=CC(=O)O, c1cc(-c2cncc(NC3C4CC5CC3CN(C5)C4)c2)c2cc[nH]c2c1. RXN SMILES: [Br:1][c:2]1[cH:3][c:4]([NH:8][CH:9]2[CH:10]3[CH2:11][N:12]4[CH2:13][CH:14]([CH2:15][CH:16]2[CH2:17]4)[CH2:18]3)[cH:5][n:6][cH:7]1.[C:31]([CH:32]=[CH:33][C:34](=[O:35])[O-:36])(=[O:37])[O-:38].[nH:19]1[cH:20][cH:21][c:22]2[c:23]([B:28]([OH:29])[OH:30])[cH:24][cH:25][cH:26][c:27]12>>[C:31]([CH:32]=[CH:33][C:34](=[O:35])[OH:36])(=[O:37])[OH:38].[c:2]1(-[c:23]2[c:22]3[cH:21][cH:20][nH:19][c:27]3[cH:26][cH:25][cH:24]2)[cH:3][c:4]([NH:8][CH:9]2[CH:10]3[CH2:11][N:12]4[CH2:13][CH:14]([CH2:15][CH:16]2[CH2:17]4)[CH2:18]3)[cH:5][n:6][cH:7]1.